Dataset: the Open Reaction Database (ORD), a public repository of structured organic reaction records. Task: describe an organic reaction: reactants, conditions, products, and yield Reactants: C(C1=CC=CC=C1)OC1=C(C(=C(C(=C1C)C)OCC1=CC=CC=C1)C)CCCC=O (4-(2,5-bis(benzyloxy)-3,4,6-trimethylphenyl)butanal), OOS(=O)[O-].[K+] (Oxone), C(C)(=O)OC(C)C (Isopropyl acetate), Cl (HCl). Run in CN(C)C=O (DMF). Run at time 8 hour. The product is C(C1=CC=CC=C1)OC1=C(C(=C(C(=C1C)C)OCC1=CC=CC=C1)C)CCCC(=O)O (4-(2,5-bis(benzyloxy)-3,4,6-trimethylphenyl)butanoic acid). The yield is 92.8%. RXN SMILES: [CH2:1]([O:8][C:9]1[C:14]([CH3:15])=[C:13]([CH3:16])[C:12]([O:17][CH2:18][C:19]2[CH:24]=[CH:23][CH:22]=[CH:21][CH:20]=2)=[C:11]([CH3:25])[C:10]=1[CH2:26][CH2:27][CH2:28][CH:29]=[O:30])[C:2]1[CH:7]=[CH:6][CH:5]=[CH:4][CH:3]=1.[OH:31]OS([O-])=O.[K+].Cl.C(OC(C)C)(=O)C>CN(C=O)C>[CH2:1]([O:8][C:9]1[C:14]([CH3:15])=[C:13]([CH3:16])[C:12]([O:17][CH2:18][C:19]2[CH:24]=[CH:23][CH:22]=[CH:21][CH:20]=2)=[C:11]([CH3:25])[C:10]=1[CH2:26][CH2:27][CH2:28][C:29]([OH:31])=[O:30])[C:2]1[CH:3]=[CH:4][CH:5]=[CH:6][CH:7]=1 |f:1.2|. Procedure details: To a solution of 4-(2,5-bis(benzyloxy)-3,4,6-trimethylphenyl)butanal (450 mg, 1.12 mmol) in DMF (11.5 mL) was added Oxone (350 mg, 1.12 mmol) giving a cloudy white solution. The suspension was stirred vigorously overnight and poured over 10 mL 2.5 M HCl and stirred until the solution clarified. Isopropyl acetate (iPrOAc) (25 mL) was added after the exotherm subsided. The organics were washed 2×10 mL 2.5 M HCl, 1×10 mL saturated aqueous NaCl and dried over Na2SO4. Concentration gave 435 mg of 4-(... Reactants: C1(=CC=CC=C1)P(C1=CC=CC=C1)C1=CC=CC=C1 (triphenyl phosphine), C(Br)(Br)(Br)Br (carbon tetrabromide), ClC1=CC=C(C=C1)C(C=O)(C)C (2-(p-chlorophenyl)-2-methylpropionaldehyde), resultant mixture. The reagents and catalysts are [Zn] (zinc). Solvent: C(Cl)Cl (methylene chloride), C(Cl)Cl (methylene chloride), petroleum ether, C(Cl)Cl (methylene chloride). Yields the product BrC(=CC(C)(C)C1=CC=C(C=C1)Cl)Br (1,1-Dibromo-3-(p-chlorophenyl)-3-methyl-1-butene). Yield: 66.9%. Reaction SMILES: C1(P(C2C=CC=CC=2)C2C=CC=CC=2)C=CC=CC=1.[C:20]([Br:24])(Br)(Br)[Br:21].[Cl:25][C:26]1[CH:31]=[CH:30][C:29]([C:32]([CH3:36])([CH3:35])[CH:33]=O)=[CH:28][CH:27]=1>C(Cl)Cl.[Zn]>[Br:21][C:20]([Br:24])=[CH:36][C:32]([C:29]1[CH:28]=[CH:27][C:26]([Cl:25])=[CH:31][CH:30]=1)([CH3:33])[CH3:35]. Reported procedure: A solution of triphenyl phosphine (89.34 g, 0.34 mol) in methylene chloride is added dropwise to a mixture of zinc powder (22.27 g, 0.34 mol) and carbon tetrabromide (112.8 g, 0.34 mol) in methylene chloride at 20° C. over one hour. The resultant mixture is stirred at room temperature overnight, treated dropwise with a solution of 2-(p-chlorophenyl)-2-methylpropionaldehyde (31.1 g, 0.17 mol) in methylene chloride over 20 minutes, refluxed for 2 days, and poured into petroleum ether. The organic ... Reactants: O=C(O)c1ccc(C(=O)CBr)cc1, ClCCl, C[Si](C)(C)C=[N+]=[N-], CO. The product is COC(=O)c1ccc(C(=O)CBr)cc1. Reaction SMILES: [Br:1][CH2:2][C:3](=[O:4])[c:5]1[cH:6][cH:7][c:8]([C:9](=[O:10])[OH:11])[cH:12][cH:13]1.[CH2:23]([Cl:24])[Cl:25].[CH3:14][Si:15]([CH:16]=[N+:17]=[N-:18])([CH3:19])[CH3:20].[CH3:21][OH:22]>>[Br:1][CH2:2][C:3](=[O:4])[c:5]1[cH:6][cH:7][c:8]([C:9](=[O:10])[O:11][CH3:14])[cH:12][cH:13]1. Starting materials: ClC1=CC=C(COC=2C=NC=CC2C(CCCC)O)C=C1 (1-[3-(4-chlorobenzyloxy)-4-pyridyl]-1-pentanol), S(=O)(Cl)Cl (thionyl chloride). Run in C(Cl)Cl (methylene chloride). Product: ClC1=CC=C(COC=2C=NC=CC2C(CCCC)Cl)C=C1 (3-(4-chlorobenzyloxy)-4-(1-chloropentyl)-pyridine). Reaction SMILES: [Cl:1][C:2]1[CH:21]=[CH:20][C:5]([CH2:6][O:7][C:8]2[CH:9]=[N:10][CH:11]=[CH:12][C:13]=2[CH:14](O)[CH2:15][CH2:16][CH2:17][CH3:18])=[CH:4][CH:3]=1.S(Cl)([Cl:24])=O>C(Cl)Cl>[Cl:1][C:2]1[CH:21]=[CH:20][C:5]([CH2:6][O:7][C:8]2[CH:9]=[N:10][CH:11]=[CH:12][C:13]=2[CH:14]([Cl:24])[CH2:15][CH2:16][CH2:17][CH3:18])=[CH:4][CH:3]=1. Procedure details: Starting from 3-chloro-4-pyridine carbonitrile, by reaction with 4-chlorobenzyl alcohol in the presence of sodium hydride in dimethylformamide, 3-(4-chlorobenzyloxy)-4-pyridine carbonitrile is obtained, which is reacted with butyllithium in diethyl ether to 3-(4-chlorobenzyloxy)-4-valeryl pyridine. The keto group of this 4-valeryl derivative is reduced with sodium boron hydride to the hydroxyl group; 1-[3-(4-chlorobenzyloxy)-4-pyridyl]-1-pentanol is obtained. The hydroxyl group of the pentanol d... Starting materials: COC(=O)c1cccc(-n2cccc2C(=O)OCc2ccccc2)c1, CCOC(C)=O, C1COCCO1, O. Product: O=C(O)c1cccc(-n2cccc2C(=O)OCc2ccccc2)c1. RXN SMILES: [CH2:1]([c:2]1[cH:3][cH:4][cH:5][cH:6][cH:7]1)[O:8][C:9](=[O:10])[c:11]1[n:12](-[c:16]2[cH:17][c:18]([C:19](=[O:20])[O:21][CH3:22])[cH:23][cH:24][cH:25]2)[cH:13][cH:14][cH:15]1.[CH3:32][CH2:33][O:34][C:35](=[O:36])[CH3:37].[O:26]1[CH2:27][CH2:28][O:29][CH2:30][CH2:31]1.[OH2:38]>>[CH2:1]([c:2]1[cH:3][cH:4][cH:5][cH:6][cH:7]1)[O:8][C:9](=[O:10])[c:11]1[n:12](-[c:16]2[cH:17][c:18]([C:19](=[O:20])[OH:21])[cH:23][cH:24][cH:25]2)[cH:13][cH:14][cH:15]1.